This data is from the Open Reaction Database (ORD), a public repository of structured organic reaction records. The task is: describe an organic reaction: reactants, conditions, products, and yield Yields the product C(C)(C)(C)C1CC(C(C(C1)=O)C(NS(=O)(=O)C1=CC=C(C=C1)C)=O)=O (5-tert.-BUTYL-2-(N-p-TOLUENESULFONYLCARBAMOYL)-1,3-CYCLOHEXANEDIONE). Procedure: Reaction of 5-tert.-butyl-1,3-cyclohexanedione with p-toluenesulfonylisocyanate in benzene according to the procedure of Example 1 affords 5-tert.-BUTYL-2-(N-p-TOLUENESULFONYLCARBAMOYL)-1,3-CYCLOHEXANEDIONE, m.p. 161.5°-163° C. (corr.). Solvent: C1=CC=CC=C1 (benzene). Reactants: C(C)(C)(C)C1CC(CC(C1)=O)=O (5-tert.-butyl-1,3-cyclohexanedione), C1(=CC=C(C=C1)S(=O)(=O)N=C=O)C (p-toluenesulfonylisocyanate). Reaction SMILES: [C:1]([CH:5]1[CH2:10][C:9](=[O:11])[CH2:8][C:7](=[O:12])[CH2:6]1)([CH3:4])([CH3:3])[CH3:2].[C:13]1([CH3:25])[CH:18]=[CH:17][C:16]([S:19]([N:22]=[C:23]=[O:24])(=[O:21])=[O:20])=[CH:15][CH:14]=1>C1C=CC=CC=1>[C:1]([CH:5]1[CH2:6][C:7](=[O:12])[CH:8]([C:23](=[O:24])[NH:22][S:19]([C:16]2[CH:17]=[CH:18][C:13]([CH3:25])=[CH:14][CH:15]=2)(=[O:20])=[O:21])[C:9](=[O:11])[CH2:10]1)([CH3:4])([CH3:2])[CH3:3]. Reactants: OCCN(CCO)C(C(=O)O)(C)C (2-[N,N-bis-(2-hydroxyethyl)amino]-2-methylpropanoic acid), [OH-].[Na+] (sodium hydroxide). Solvent: O (H2O). Yields the product OCCN(CCO)C(C(=O)[O-])(C)C.[Na+] (sodium 2-[N,N-bis-(2-hydroxyethyl)-amino]-2-methylpropanoate). Reaction SMILES: [OH:1][CH2:2][CH2:3][N:4]([C:8]([CH3:13])([CH3:12])[C:9]([OH:11])=[O:10])[CH2:5][CH2:6][OH:7].[OH-].[Na+:15]>O>[OH:1][CH2:2][CH2:3][N:4]([C:8]([CH3:13])([CH3:12])[C:9]([O-:11])=[O:10])[CH2:5][CH2:6][OH:7].[Na+:15] |f:1.2,4.5|. Reported procedure: 2-[N,N-bis-(2-hydroxyethyl)amino]-2-methylpropanoic acid (423.46 grams, 2.21 moles) (this material is about 99% pure; it contains 1% H2O) is added with stirring to a cooled solution of pure sodium hydroxide (88.57 grams, 2.21 moles) in pyrogen-free distilled water (400 ml.). The mixture is stirred until solution is effected. After reaching room temperature, the solution is stirred while enough pyrogen-free distilled water is added to make the total volume 1,000 ml. The solution is sterilized by ... Reactants: FC=1C=CC(=NC1)COS(=O)(=O)C (methanesulfonic acid (5-fluoro-pyridin-2-yl)-methyl ester), [N-]=[N+]=[N-].[Na+] (sodium azide). The solvent is CN(C)C=O (DMF), CCCCCC.CCOC(=O)C (hexane EtOAc). Run at time 30 minute. Yields the product NCC1=NC=C(C=C1)F (2-aminomethyl-5-fluoro-pyridine). The yield is 66.6%. As a reaction SMILES: [F:1][C:2]1[CH:3]=[CH:4][C:5]([CH2:8]OS(C)(=O)=O)=[N:6][CH:7]=1.[N-:14]=[N+]=[N-].[Na+]>CN(C=O)C.CCCCCC.CCOC(C)=O>[NH2:14][CH2:8][C:5]1[CH:4]=[CH:3][C:2]([F:1])=[CH:7][N:6]=1 |f:1.2,4.5|. Procedure details: Dissolve methanesulfonic acid (5-fluoro-pyridin-2-yl)-methyl ester (1.5 g, 7.3 mmol) in DMF (5 mL) and add sodium azide (950 mg, 14.6 mmol). Stir the mixture for 30 min, then dilute with hexane/EtOAc (1:1, 50 mL). Wash the mixture with 10% aqueous NaCl (3×10 mL). Dry the combined organic extracts over Na2SO4 and remove half of the solvent in vacuo. Add EtOAc (20 mL) and a suspension of 10% Pd/C (200 mg) in EtOAc (2 mL). Stir the mixture for 1 h at ambient temperature in a pressurized vessel unde... Reaction SMILES: [OH:1][C:2]([C:5]1[CH:14]=[CH:13][C:8]([C:9]([O:11][CH3:12])=[O:10])=[CH:7][CH:6]=1)([CH3:4])[CH3:3].[C:15]1(C)C=CC(S(O)(=O)=O)=CC=1>CO>[CH3:15][O:1][C:2]([C:5]1[CH:14]=[CH:13][C:8]([C:9]([O:11][CH3:12])=[O:10])=[CH:7][CH:6]=1)([CH3:3])[CH3:4]. Starting materials: OC(C)(C)C1=CC=C(C(=O)OC)C=C1 (methyl 4-(1-hydroxy-1-methylethyl)benzoate), C1(=CC=C(C=C1)S(=O)(=O)O)C (p-toluenesulfonic acid). Procedure details: To a solution of methyl 4-(1-hydroxy-1-methylethyl)benzoate (340 mg, 1.75 mmol) in methanol (20 mL) was added p-toluenesulfonic acid (70 mg, 0.37 mmol). The mixture was refluxed for 48 h, concentrated in vacuo, and the residue chromatographed (silica gel, 10% ethyl acetate/90%hexanes to 30% ethyl acetate/70% hexanes) to give 118 mg (32%) of the title compound. Product: COC(C)(C)C1=CC=C(C(=O)OC)C=C1 (Methyl 4-(1-Methoxy-1-methylethyl)benzoate). Isolated yield 153.1%. Run in CO (methanol). The reactants are ClC1=CC=C(C(=O)N(C2=C(C=CC=C2C)C)CCCC(=O)O)C=C1 (N-(p-chlorobenzoyl)-4-(2,6-dimethylanilino)butyric acid), CC1=C(NCCCC(=O)OCC)C(=CC=C1)C (ethyl 4-(2,6-dimethylanilino)butyrate). Product: ClC1=CC=C(C(=O)N(C2=C(C=CC=C2C)C)CCCC(=O)N(C2=C(C=CC=C2C)C)CCCC(=O)OCC)C=C1 (ethyl N-[N-(p-chlorobenzoyl)-4-(2,6-dimethylanilino)butyryl]-4-(2,6-dimethylanilino)butyrate). As a reaction SMILES: [Cl:1][C:2]1[CH:24]=[CH:23][C:5]([C:6]([N:8]([CH2:17][CH2:18][CH2:19][C:20](O)=[O:21])[C:9]2[C:14]([CH3:15])=[CH:13][CH:12]=[CH:11][C:10]=2[CH3:16])=[O:7])=[CH:4][CH:3]=1.[CH3:25][C:26]1[CH:40]=[CH:39][CH:38]=[C:37]([CH3:41])[C:27]=1[NH:28][CH2:29][CH2:30][CH2:31][C:32]([O:34][CH2:35][CH3:36])=[O:33]>>[Cl:1][C:2]1[CH:24]=[CH:23][C:5]([C:6]([N:8]([CH2:17][CH2:18][CH2:19][C:20]([N:28]([CH2:29][CH2:30][CH2:31][C:32]([O:34][CH2:35][CH3:36])=[O:33])[C:27]2[C:37]([CH3:41])=[CH:38][CH:39]=[CH:40][C:26]=2[CH3:25])=[O:21])[C:9]2[C:10]([CH3:16])=[CH:11][CH:12]=[CH:13][C:14]=2[CH3:15])=[O:7])=[CH:4][CH:3]=1. Procedure details: Analogously to Example 1, using equivalent quantities, reacting N-(p-chlorobenzoyl)-4-(2,6-dimethylanilino)butyric acid and ethyl 4-(2,6-dimethylanilino)butyrate and suitable processing produces ethyl N-[N-(p-chlorobenzoyl)-4-(2,6-dimethylanilino)butyryl]-4-(2,6-dimethylanilino)butyrate (M.P. 95° to 97°), the saponification of which and the processing of the reaction product yields N-[N-(p-chlorobenzoyl)-4-(2,6-dimethylanilino)butyryl]-4-(2,6-dimethylanilino)butyric acid (M.P. 129° to 131°).